Dataset: the Open Reaction Database (ORD), a public repository of structured organic reaction records. Task: describe an organic reaction: reactants, conditions, products, and yield Yields the product BrC=1C=C(C=CC1)CC(=O)Cl (meta-bromophenylacetyl chloride). Reported procedure: The raw material meta-bromophenylacetic acid (100 g, 0.47 mol, 1.0 eq) was dissolved in dichloromethane (500 ml), then was cooled to 0° C. in ice-salt bath. Oxalyl chloride (120 g, 0.95 mol, 2.0 eq) was added dropwise to the reaction mixture with temperature maintaining 0° C. After the dropping was finished, the reaction temperature was changed to room temperature and reacted for two hours. The reaction mixture was concentrated under reduced pressure to obtain meta-bromophenylacetyl chloride (11... RXN SMILES: [Br:1][C:2]1[CH:3]=[C:4]([CH2:8][C:9]([OH:11])=O)[CH:5]=[CH:6][CH:7]=1.C(Cl)(=O)C([Cl:15])=O>ClCCl>[Br:1][C:2]1[CH:3]=[C:4]([CH2:8][C:9]([Cl:15])=[O:11])[CH:5]=[CH:6][CH:7]=1. Reactants: raw material, BrC=1C=C(C=CC1)CC(=O)O (meta-bromophenylacetic acid), C(C(=O)Cl)(=O)Cl (Oxalyl chloride). Run at temperature 0 celsius. Run in ice-salt, ClCCl (dichloromethane). Isolated yield 100.0%. Reactants: [H-].[Na+] (sodium hydride), BrC=1C=C2C=CNC(C2=CC1)=O (6-Bromo-2H-isoquinolin-1-one), COC1=CC=C(CCl)C=C1 (4-Methoxy-benzylchloride). Run in CC(=O)N(C)C (Dimethylacetamide). Reaction conditions: time 30 minute. Yields the product BrC=1C=C2C=CN(C(C2=CC1)=O)CC1=CC=C(C=C1)OC (6-Bromo-2-(4-methoxy-benzyl)-2H-isoquinolin-1-one). RXN SMILES: [Br:1][C:2]1[CH:3]=[C:4]2[C:9](=[CH:10][CH:11]=1)[C:8](=[O:12])[NH:7][CH:6]=[CH:5]2.[H-].[Na+].[CH3:15][O:16][C:17]1[CH:24]=[CH:23][C:20]([CH2:21]Cl)=[CH:19][CH:18]=1>CC(N(C)C)=O>[Br:1][C:2]1[CH:3]=[C:4]2[C:9](=[CH:10][CH:11]=1)[C:8](=[O:12])[N:7]([CH2:21][C:20]1[CH:23]=[CH:24][C:17]([O:16][CH3:15])=[CH:18][CH:19]=1)[CH:6]=[CH:5]2 |f:1.2|. Reported procedure: 28.18 g (125.8 mmol) 6-Bromo-2H-isoquinolin-1-one (6) were dissolved in 200 ml Dimethylacetamide and 7.55 g (188.7 mmol) sodium hydride (60%) were added at room temperature. After stirring for 30 minutes, 29.94 g (188.7 mmol) 4-Methoxy-benzylchloride were added and stirring was continued at room temperature until complete conversion was detected. The solvent was removed under reduced pressure, the residue taken up in saturated sodium hydrogen carbonate-solution and extracted three times with dic... The reactants are C(C)(C)(C)OC(=O)N1CCC=2C(=NNC2CC1)C=1SC=CC1 (3-thiophen-2-yl-4,5,7,8-tetrahydro-1H-1,2,6-triaza-azulene-6-carboxylic acid tert-butyl ester), S1C(=CC=C1)C(=O)Cl (thiophene-2-carbonyl chloride), C(C1=CC=CC=C1)Cl (benzyl chloride). Yields the product C(C1=CC=CC=C1)N1N=C(C=2CCNCCC12)C=1SC=CC1 (1-Benzyl-3-thiophen-2-yl-1,4,5,6,7,8-hexahydro-1,2,6-triaza-azulene). Reaction SMILES: C(OC([N:8]1[CH2:17][CH2:16][C:15]2[NH:14][N:13]=[C:12]([C:18]3[S:19][CH:20]=[CH:21][CH:22]=3)[C:11]=2[CH2:10][CH2:9]1)=O)(C)(C)C.S1C=CC=C1C(Cl)=O.[CH2:31](Cl)[C:32]1[CH:37]=[CH:36][CH:35]=[CH:34][CH:33]=1>>[CH2:31]([N:14]1[C:15]2[CH2:16][CH2:17][NH:8][CH2:9][CH2:10][C:11]=2[C:12]([C:18]2[S:19][CH:20]=[CH:21][CH:22]=2)=[N:13]1)[C:32]1[CH:37]=[CH:36][CH:35]=[CH:34][CH:33]=1. Procedure: The title compound (28 mg) was prepared from 3-thiophen-2-yl-4,5,7,8-tetrahydro-1H-1,2,6-triaza-azulene-6-carboxylic acid tert-butyl ester as described in Example 103, using thiophene-2-carbonyl chloride (5 mmol) in place of 4-chlorobenzoyl chloride, and benzyl chloride (0.3 mmol) in place of 2-chloromethyl-thiophene. MS (ESI): exact mass calculated for C18H19N3S, 309.13. found, m/z 310.1 [M+H]+. 1H NMR (500 MHz, CD3OD): 7.27-7.01 (m, 8H), 5.28 (s, 2H), 3.26-3.24 (br m, 2H), 3.18-3.16 (br m, 2H)... The reactants are Br.BrCCC1=C(N=C2SCCCN2C1=O)C (7-(2-bromoethyl)-3,4-dihydro-8-methyl-2H,6H-pyrimido[2,1-b][1,3]thiazin-6-one monohydrobromide), FC1=CC=C(C=C1)CN1C(=NC=2C1=NC=CC2)CC2CCNCC2 (3-[(4-fluorophenyl)methyl]-2-(4-piperidinylmethyl)-3H-imidazo-[4,5-b]pyridin), C([O-])([O-])=O.[Na+].[Na+] (sodium carbonate), [I-].[K+] (potassium iodide), O (water). The solvent is CN(C=O)C (N,N-dimethylformamide). Reaction conditions: temperature 70 celsius. Yields the product C(C(=O)O)(=O)O.FC1=CC=C(C=C1)CN1C(=NC=2C1=NC=CC2)CC2CCN(CC2)CCC2=C(N=C1SCCCN1C2=O)C (7-[2-[4-[[3-[(4-fluorophenyl)methyl]-3H-imidazo[4,5-b]pyridin-2-yl]methyl]-1 -piperidinyl]ethyl]-3,4-dihydro-8-methyl-2H,6H-pyrimido[2,1-b][1,3]thiazin-6-one ethanedioate). Isolated yield 61.0%. RXN SMILES: Br.Br[CH2:3][CH2:4][C:5]1[C:14](=[O:15])[N:13]2[C:8]([S:9][CH2:10][CH2:11][CH2:12]2)=[N:7][C:6]=1[CH3:16].[F:17][C:18]1[CH:23]=[CH:22][C:21]([CH2:24][N:25]2[C:29]3=[N:30][CH:31]=[CH:32][CH:33]=[C:28]3[N:27]=[C:26]2[CH2:34][CH:35]2[CH2:40][CH2:39][NH:38][CH2:37][CH2:36]2)=[CH:20][CH:19]=1.[C:41](=[O:44])([O-:43])[O-].[Na+].[Na+].[I-].[K+].[OH2:49]>CN(C)C=O>[C:14]([OH:15])(=[O:49])[C:41]([OH:43])=[O:44].[F:17][C:18]1[CH:19]=[CH:20][C:21]([CH2:24][N:25]2[C:29]3=[N:30][CH:31]=[CH:32][CH:33]=[C:28]3[N:27]=[C:26]2[CH2:34][CH:35]2[CH2:40][CH2:39][N:38]([CH2:3][CH2:4][C:5]3[C:14](=[O:15])[N:13]4[C:8]([S:9][CH2:10][CH2:11][CH2:12]4)=[N:7][C:6]=3[CH3:16])[CH2:37][CH2:36]2)=[CH:22][CH:23]=1 |f:0.1,3.4.5,6.7,10.11|. Procedure: A mixture of 3.14 parts of 7-(2-bromoethyl)-3,4-dihydro-8-methyl-2H,6H-pyrimido[2,1-b][1,3]thiazin-6-one monohydrobromide, 3.5 parts of 3-[(4-fluorophenyl)methyl]-2-(4-piperidinylmethyl)-3H-imidazo-[4,5-b]pyridin, 4 parts of sodium carbonate, 0.1 parts of potassium iodide and 90 parts of N,N-dimethylformamide was stirred and heated overnight at 70° C. After cooling, water was added. The product was extracted with 4-methyl-2-pentanone. The extract was dried, filtered and evaporated. The residue w... Product: CC(C)(Sc1nc(CCOc2ccc(-c3ccc(F)cc3)cc2[N+](=O)[O-])cs1)C(=O)O. Reactants: CC(C)(C)OC(=O)C(C)(C)Sc1nc(CCOc2ccc(-c3ccc(F)cc3)cc2[N+](=O)[O-])cs1, ClCCl, O=C(O)C(F)(F)F. Reaction SMILES: [C:1]([CH3:2])([CH3:3])([CH3:4])[O:5][C:6]([C:7]([CH3:8])([CH3:9])[S:10][c:11]1[s:12][cH:13][c:14]([CH2:16][CH2:17][O:18][c:19]2[c:20]([N+:32](=[O:33])[O-:34])[cH:21][c:22](-[c:25]3[cH:26][cH:27][c:28]([F:31])[cH:29][cH:30]3)[cH:23][cH:24]2)[n:15]1)=[O:35].[Cl:43][CH2:44][Cl:45].[OH:36][C:37]([C:38]([F:39])([F:40])[F:41])=[O:42]>>[O:5]=[C:6]([C:7]([CH3:8])([CH3:9])[S:10][c:11]1[s:12][cH:13][c:14]([CH2:16][CH2:17][O:18][c:19]2[c:20]([N+:32](=[O:33])[O-:34])[cH:21][c:22](-[c:25]3[cH:26][cH:27][c:28]([F:31])[cH:29][cH:30]3)[cH:23][cH:24]2)[n:15]1)[OH:35]. Starting materials: N1(CCNCC1)C(=O)OC(C)(C)C (tert-butyl piperazine-1-carboxylate), C([O-])([O-])=O.[K+].[K+] (potassium carbonate), BrC1C(OCC1)=O (3-bromodihydrofuran-2(3H)-one). Solvent: CN(C=O)C (N,N-dimethylformamide). Reaction conditions: time 12 hour. Product: O=C1OCCC1N1CCN(CC1)C(=O)OC(C)(C)C (Tert-butyl 4-(2-oxotetrahydrofuran-3-yl)piperazine-1-carboxylate). Isolated yield 74.0%. As a reaction SMILES: [N:1]1([C:7]([O:9][C:10]([CH3:13])([CH3:12])[CH3:11])=[O:8])[CH2:6][CH2:5][NH:4][CH2:3][CH2:2]1.C(=O)([O-])[O-].[K+].[K+].Br[CH:21]1[CH2:25][CH2:24][O:23][C:22]1=[O:26]>CN(C)C=O>[O:26]=[C:22]1[CH:21]([N:4]2[CH2:5][CH2:6][N:1]([C:7]([O:9][C:10]([CH3:13])([CH3:12])[CH3:11])=[O:8])[CH2:2][CH2:3]2)[CH2:25][CH2:24][O:23]1 |f:1.2.3|. Procedure details: To a stirred solution of 2.0 g (11 mmol) of tert-butyl piperazine-1-carboxylate in 30 mL of anhydrous N,N-dimethylformamide was added 1.9 g (14 mmol) of potassium carbonate followed by 0.09 mL (11 mmol) of 3-bromodihydrofuran-2(3H)-one. The resulting heterogeneous mixture was stirred at ambient temperature of 12 h, quenched with water, then extracted with ethyl acetate. The combined organic layers were washed with water then brine, dried over magnesium sulfate and evaporated to dryness in vacuo....